From a dataset of the Open Reaction Database (ORD), a public repository of structured organic reaction records. describe an organic reaction: reactants, conditions, products, and yield The product is Cc1ccc2c(c1)c1c(n2C(=O)c2ccccc2)CCCC1C(=O)O. The reactants are Cc1ccc2c(c1)c1c(n2C(=O)c2ccccc2)CCCC1C(=O)OCc1ccccc1, CCOC(C)=O. Reaction SMILES: [C:1]([c:2]1[cH:3][cH:4][cH:5][cH:6][cH:7]1)(=[O:8])[n:9]1[c:10]2[cH:11][cH:12][c:13]([CH3:32])[cH:14][c:15]2[c:16]2[c:21]1[CH2:20][CH2:19][CH2:18][CH:17]2[C:22](=[O:23])[O:24][CH2:25][c:26]1[cH:27][cH:28][cH:29][cH:30][cH:31]1.[CH3:33][CH2:34][O:35][C:36](=[O:37])[CH3:38]>>[C:1]([c:2]1[cH:3][cH:4][cH:5][cH:6][cH:7]1)(=[O:8])[n:9]1[c:10]2[cH:11][cH:12][c:13]([CH3:32])[cH:14][c:15]2[c:16]2[c:21]1[CH2:20][CH2:19][CH2:18][CH:17]2[C:22](=[O:23])[OH:24]. Starting materials: C(C)(C)(C)OC(NCC=C[Si](C)(C)C)=O ((3-trimethylsilanylallyl)-carbamic acid tert-butyl ester), ( 7b ), IC1=CC=C(OCC2=CC(=NC3=CC=CC=C23)C)C=C1 (4-(4-iodo-phenoxymethyl)-2-methyl-quinoline), ( 7c ), C1CCOC1 (THF), C1(=CC=CC=C1)P(CCP(C1=CC=CC=C1)C1=CC=CC=C1)C1=CC=CC=C1 (1,2-bis(diphenylphosphino)ethane). The reagents and catalysts are CC(=O)[O-].CC(=O)[O-].[Pd+2] (Pd(OAc)2). The solvent is CCOCC (ether), C1=CC=CC=C1 (benzene). Conditions: temperature 50 celsius. Yields the product C(C)(C)(C)OC(NCC(=C)C1=CC=C(C=C1)OCC1=CC(=NC2=CC=CC=C12)C)=O ({2-[4-(2-Methyl-quinolin-4-ylmethoxy)-phenyl]-allyl}-carbamic acid tert-butyl ester). The yield is 14.7%. RXN SMILES: C1COCC1.C1(P(C2C=CC=CC=2)CCP(C2C=CC=CC=2)C2C=CC=CC=2)C=CC=CC=1.[C:34]([O:38][C:39](=[O:48])[NH:40][CH2:41][CH:42]=[CH:43][Si](C)(C)C)([CH3:37])([CH3:36])[CH3:35].I[C:50]1[CH:68]=[CH:67][C:53]([O:54][CH2:55][C:56]2[C:65]3[C:60](=[CH:61][CH:62]=[CH:63][CH:64]=3)[N:59]=[C:58]([CH3:66])[CH:57]=2)=[CH:52][CH:51]=1>C1C=CC=CC=1.CCOCC.CC([O-])=O.CC([O-])=O.[Pd+2]>[C:34]([O:38][C:39](=[O:48])[NH:40][CH2:41][C:42]([C:50]1[CH:68]=[CH:67][C:53]([O:54][CH2:55][C:56]2[C:65]3[C:60](=[CH:61][CH:62]=[CH:63][CH:64]=3)[N:59]=[C:58]([CH3:66])[CH:57]=2)=[CH:52][CH:51]=1)=[CH2:43])([CH3:37])([CH3:36])[CH3:35] |f:6.7.8|. Reported procedure: THF (1.5 mL), Pd(OAc)2 (20 mg, 0.089 mmol, 8% eq) and 1,2-bis(diphenylphosphino)ethane (35.5 mg, 16% eq) were mixed under N2, degassed and stirred to give orange yellow mixture. A premixed solution of (3-trimethylsilanylallyl)-carbamic acid tert-butyl ester (250 mg, 1.09 mmol) from (7b) and 4-(4-iodo-phenoxymethyl)-2-methyl-quinoline (410 mg, 1.0 eq) from (7c) in benzene (3 ml) was added. The resulting mixture was heated at 50° C. over the weekend, then cooled to rt, diluted with ether, washed w... Starting materials: CCOCC, CON=C1C(=NOCCO)Oc2ccccc21, Cl. Product: CON=C(C1=NOCCO1)c1ccccc1O. As a reaction SMILES: [CH3:19][CH2:20][O:21][CH2:22][CH3:23].[CH3:1][O:2][N:3]=[C:4]1[C:5](=[N:13][O:14][CH2:15][CH2:16][OH:17])[O:6][c:7]2[c:8]1[cH:9][cH:10][cH:11][cH:12]2.[ClH:18]>>[CH3:1][O:2][N:3]=[C:4]([C:5]1=[N:13][O:14][CH2:15][CH2:16][O:17]1)[c:8]1[c:7]([OH:6])[cH:12][cH:11][cH:10][cH:9]1. The reactants are C(C)(C)(C)OC(C(C(=O)O)(C)C)=O (2,2-dimethylmalonic acid mono-t-butyl ester), CC(CO)(C)C (2,2-dimethyl-1-propanol), ClCCl (dichloromethane), CCN=C=NCCCN(C)C (WSC). The reagents and catalysts are CN(C)C=1C=CN=CC1 (DMAP). Solvent: O (water), CC(C)(C)OC (TBME). The product is CC(COC(C(C(=O)OC(C)(C)C)(C)C)=O)(C)C (2,2-dimethylmalonic acid t-butyl ester(2,2-dimethylpropyl)ester). RXN SMILES: [C:1]([O:5][C:6](=[O:13])[C:7]([CH3:12])([CH3:11])[C:8]([OH:10])=[O:9])([CH3:4])([CH3:3])[CH3:2].[CH3:14][C:15]([CH3:19])([CH3:18])[CH2:16]O.ClCCl.CCN=C=NCCCN(C)C>CN(C1C=CN=CC=1)C.O.CC(OC)(C)C>[CH3:14][C:15]([CH3:19])([CH3:18])[CH2:16][O:9][C:8](=[O:10])[C:7]([CH3:12])([CH3:11])[C:6]([O:5][C:1]([CH3:4])([CH3:2])[CH3:3])=[O:13]. Procedure: To a mixture of 2,2-dimethylmalonic acid mono-t-butyl ester (10 g), 2,2-dimethyl-1-propanol [CAS No. 75-84-3] (5.15 g), DMAP (1.3 g), and dichloromethane (100 mL), WSC (12.2 g) was added with stirring under ice-cooling, and the resulting mixture was stirred at room temperature for 2 days. TBME and water were added to the mixture, and the resulting mixture was extracted. The organic layer was sequentially washed with water and saturated aqueous sodium chloride solution, and dried over anhydrous m... The reactants are COC1=NC=CC(=C1)CC(=O)OCC (ethyl 2-(2-methoxypyridin-4-yl)acetate), C(C)OC(N(C)C)OCC (1,1-diethoxy-N,N-dimethylmethanamine). Run at time 8 hour. The product is CN(C=C(C(=O)OCC)C1=CC(=NC=C1)OC)C (ethyl 3-(dimethylamino)-2-(2-methoxypyridin-4-yl)acrylate). RXN SMILES: [CH3:1][O:2][C:3]1[CH:8]=[C:7]([CH2:9][C:10]([O:12][CH2:13][CH3:14])=[O:11])[CH:6]=[CH:5][N:4]=1.C(O[CH:18](OCC)[N:19]([CH3:21])[CH3:20])C>>[CH3:18][N:19]([CH3:21])[CH:20]=[C:9]([C:7]1[CH:6]=[CH:5][N:4]=[C:3]([O:2][CH3:1])[CH:8]=1)[C:10]([O:12][CH2:13][CH3:14])=[O:11]. Reported procedure: Combined ethyl 2-(2-methoxypyridin-4-yl)acetate (320 mg, 1.639 mmol) and 1,1-diethoxy-N,N-dimethylmethanamine (2079 μl, 12.13 mmol) and heated to 100° C. for 1 h then cooled to ambient temperature with stirring overnight. The reaction was concentrated in vacuo to afford a brown oil. The oil was partitioned between EtOAc and water (200 mL). The aqueous phase was back-extracted with EtOAc (2×20 mL) and the organic layers were combined, washed with brine (100 mL), dried over sodium sulfate, and con...